From a dataset of the Open Reaction Database (ORD), a public repository of structured organic reaction records. describe an organic reaction: reactants, conditions, products, and yield Starting materials: [N+](=O)([O-])C1=C(C=C(C=C1)OC1=C(C=C(C=C1)C(F)(F)F)Cl)N(C)CCP(OCC)[O-] (monoethyl N-[2-nitro-5-(2-chloro-4-trifluoromethylphenoxy)phenyl]-N-methylaminoethylphosphonite), C[Si](Br)(C)C (trimethylbromosilane). Run at temperature 20 celsius, time 18 hour. Product: [N+](=O)([O-])C1=C(C=C(C=C1)OC1=C(C=C(C=C1)C(F)(F)F)Cl)N(C)CCP(O)O (N-[2-nitro-5-(2-chloro-4-trifluoromethylphenoxy)-phenyl]-N-methylaminoethylphosphonous acid). As a reaction SMILES: [N+:1]([C:4]1[CH:9]=[CH:8][C:7]([O:10][C:11]2[CH:16]=[CH:15][C:14]([C:17]([F:20])([F:19])[F:18])=[CH:13][C:12]=2[Cl:21])=[CH:6][C:5]=1[N:22]([CH2:24][CH2:25][P:26]([O-:30])[O:27]CC)[CH3:23])([O-:3])=[O:2].C[Si](C)(C)Br>>[N+:1]([C:4]1[CH:9]=[CH:8][C:7]([O:10][C:11]2[CH:16]=[CH:15][C:14]([C:17]([F:18])([F:19])[F:20])=[CH:13][C:12]=2[Cl:21])=[CH:6][C:5]=1[N:22]([CH2:24][CH2:25][P:26]([OH:30])[OH:27])[CH3:23])([O-:3])=[O:2]. Procedure: A mixture of 3.2 g of monoethyl N-[2-nitro-5-(2-chloro-4-trifluoromethylphenoxy)phenyl]-N-methylaminoethylphosphonite and 10 g of trimethylbromosilane is stirred for 18 hours at 20° C. Excess trimethylbromosilane is removed by evaporation and the residue is then taken up in ethanol and the solution is evaporated, affording as residue a yellow oil which crystallises from ether. Yield: 2.14 g (71.3% of theory) of the title compound with a melting point of 161°-164° C. Reactants: O (water), N1(CC1)C1=C(C(N(C(N1C)=O)C)=O)[N+](=O)[O-] (6-(aziridin-1-yl)-1,3-dimethyl-5-nitro-2,4(1H,3H)-pyrimidinedione), N-(2-hydroxethyl)-3-(4-nitrophenyl)propylamine, C1(=CC=C(C=C1)S(=O)(=O)O)C (p-toluenesulfonic acid). Solvent: CN(C=O)C (dimethylformamide). Product: CN1C(N(C(C(=C1NCCN(CCO)CCCC1=CC=C(C=C1)[N+](=O)[O-])[N+](=O)[O-])=O)C)=O (1,3-dimethyl-6-{2-[N-(2-hydroxyethyl)-3-(4-nitrophenyl)propylamino]ethylamino}-5-nitro-2,4(1H,3H)-pyrimidinedione). As a reaction SMILES: [N:1]1([C:4]2[N:9]([CH3:10])[C:8](=[O:11])[N:7]([CH3:12])[C:6](=[O:13])[C:5]=2[N+:14]([O-:16])=[O:15])[CH2:3][CH2:2]1.[C:17]1([CH3:27])[CH:22]=[CH:21][C:20](S(O)(=O)=O)=[CH:19][CH:18]=1.[OH2:28]>CN(C)C=O>[CH3:10][N:9]1[C:4]([NH:1][CH2:3][CH2:2][N:1]([CH2:4][CH2:5][CH2:27][C:17]2[CH:22]=[CH:21][C:20]([N+:14]([O-:16])=[O:15])=[CH:19][CH:18]=2)[CH2:2][CH2:3][OH:28])=[C:5]([N+:14]([O-:16])=[O:15])[C:6](=[O:13])[N:7]([CH3:12])[C:8]1=[O:11]. Reported procedure: An oily substance obtained by dissolving 1.0 g of 6-(aziridin-1-yl)-1,3-dimethyl-5-nitro-2,4(1H,3H)-pyrimidinedione, 0.99 g of N-(2-hydroxethyl)-3-(4-nitrophenyl)propylamine and 50 mg of p-toluenesulfonic acid in 1.0 ml of dimethylformamide was allowed to react at 90° C. for 3 hours. The reaction mixture was cooled down to room temperature, added with 10 ml of water and then vigorously stirred. Crystals formed were collected by filtration, dissolved in chloroform and then subjected to silica gel... Starting materials: compound C, N(N)C1CCOCC1 (4-hydrazinotetrahydropyran), COC=1C=C(C=CC1OC)C1=NN(C([C@H]2CCCC[C@@H]12)=O)CCO ((cis)-4-(3,4-Dimethoxyphenyl)-2-(2-hydroxy-1-ethyl)-4a,5,6,7,8,8a-hexahydro-2H-phthalazin-1-one). Yields the product COC=1C=C(C=CC1OC)C1=NN(C([C@H]2CC=CC[C@@H]12)=O)C1CCOCC1 ((cis)-4-(3,4-Dimethoxyphenyl)-2-(tetrahydropyran-4-yl)-4a,5,8,8a-tetrahydro-2H-phthalazin-1-one). RXN SMILES: [NH:1]([CH:3]1[CH2:8][CH2:7][O:6][CH2:5][CH2:4]1)[NH2:2].[CH3:9][O:10][C:11]1[CH:12]=[C:13]([C:19]2[C@H:28]3[C@H:23]([CH2:24][CH2:25][CH2:26][CH2:27]3)[C:22](=[O:29])N(CCO)N=2)[CH:14]=[CH:15][C:16]=1[O:17][CH3:18]>>[CH3:9][O:10][C:11]1[CH:12]=[C:13]([C:19]2[C@H:28]3[C@H:23]([CH2:24][CH:25]=[CH:26][CH2:27]3)[C:22](=[O:29])[N:1]([CH:3]3[CH2:8][CH2:7][O:6][CH2:5][CH2:4]3)[N:2]=2)[CH:14]=[CH:15][C:16]=1[O:17][CH3:18]. Procedure details: Prepared from compound C and 4-hydrazinotetrahydropyran as described for compound 35. Crystallized from methanol. M.p. 175°-177° C. Solvent: CN(C=O)C (dimethylformamide). Procedure: To a solution of 1.33 g of 5-chloromethyl-3-hydroxyisoxazole in 2 ml of dimethylformamide were added 2.0 g of N-bromosuccinimide, and then the mixture was heated at 61° C. for 1.5 hours. The reaction mixture was then poured into 100 ml of ice-water and extracted with diethyl ether, after which the ethereal extract was dried over anhydrous sodium sulphate. The solvent was distilled off, leaving crystals, which were recrystallized from a mixture of diisopropyl ether and hexane, giving 4-bromo-5-ch... Starting materials: ClCC1=CC(=NO1)O (5-chloromethyl-3-hydroxyisoxazole), BrN1C(CCC1=O)=O (N-bromosuccinimide), ice water. As a reaction SMILES: [Cl:1][CH2:2][C:3]1[O:7][N:6]=[C:5]([OH:8])[CH:4]=1.[Br:9]N1C(=O)CCC1=O>CN(C)C=O>[Br:9][C:4]1[C:5]([OH:8])=[N:6][O:7][C:3]=1[CH2:2][Cl:1]. Product: BrC=1C(=NOC1CCl)O (4-bromo-5-chloromethyl-3-hydroxyisoxazole). Reaction conditions: temperature 61 celsius. The reactants are Cc1ccc(N2CCN(c3cccc(C4Nc5ccc(C(=O)O)cc5CC4(C)C)c3)CC2)c(C)c1, CS(N)(=O)=O, CN(C)c1ccncc1, ClCCl. Product: Cc1ccc(N2CCN(c3cccc(C4Nc5ccc(C(=O)NS(C)(=O)=O)cc5CC4(C)C)c3)CC2)c(C)c1. RXN SMILES: [CH3:1][c:2]1[c:3]([N:9]2[CH2:10][CH2:11][N:12]([c:15]3[cH:16][c:17]([CH:21]4[NH:22][c:23]5[cH:24][cH:25][c:26]([C:33](=[O:34])[OH:35])[cH:27][c:28]5[CH2:29][C:30]4([CH3:31])[CH3:32])[cH:18][cH:19][cH:20]3)[CH2:13][CH2:14]2)[cH:4][cH:5][c:6]([CH3:8])[cH:7]1.[CH3:36][S:37](=[O:38])(=[O:39])[NH2:40].[CH3:41][N:42]([CH3:43])[c:44]1[cH:45][cH:46][n:47][cH:48][cH:49]1.[Cl:50][CH2:51][Cl:52]>>[CH3:1][c:2]1[c:3]([N:9]2[CH2:10][CH2:11][N:12]([c:15]3[cH:16][c:17]([CH:21]4[NH:22][c:23]5[cH:24][cH:25][c:26]([C:33](=[O:34])[NH:40][S:37]([CH3:36])(=[O:38])=[O:39])[cH:27][c:28]5[CH2:29][C:30]4([CH3:31])[CH3:32])[cH:18][cH:19][cH:20]3)[CH2:13][CH2:14]2)[cH:4][cH:5][c:6]([CH3:8])[cH:7]1.